Dataset: the Open Reaction Database (ORD), a public repository of structured organic reaction records. Task: describe an organic reaction: reactants, conditions, products, and yield The reactants are ClC1=CC(=CC=C1)C(=O)OO (m-chloroperbenzoic acid), ice, ClC=1C=C(C=CC1OCC1=CC(=CC=C1)F)NC1=NC=NN2C1=C(C=C2)CSCCO (2-{4-[3-chloro-4-(3-fluoro-benzyloxy)-phenylamino]-pyrrolo[2,1-f][1,2,4]triazin-5-ylmethylsulfanyl}-ethanol). Solvent: C(Cl)(Cl)Cl (CHCl3). Run at time 1 hour. The product is ClC=1C=C(C=CC1OCC1=CC(=CC=C1)F)NC1=NC=NN2C1=C(C=C2)CS(=O)CCO (2-{4-[3-Chloro-4-(3-fluoro-benzyloxy)-phenylamino]-pyrrolo[2,1-f][1,2,4]triazin-5-ylmethanesulfinyl}-ethanol). The yield is 42.1%. As a reaction SMILES: ClC1C=CC=C(C(OO)=[O:9])C=1.[Cl:12][C:13]1[CH:14]=[C:15]([NH:28][C:29]2[C:34]3=[C:35]([CH2:38][S:39][CH2:40][CH2:41][OH:42])[CH:36]=[CH:37][N:33]3[N:32]=[CH:31][N:30]=2)[CH:16]=[CH:17][C:18]=1[O:19][CH2:20][C:21]1[CH:26]=[CH:25][CH:24]=[C:23]([F:27])[CH:22]=1>C(Cl)(Cl)Cl>[Cl:12][C:13]1[CH:14]=[C:15]([NH:28][C:29]2[C:34]3=[C:35]([CH2:38][S:39]([CH2:40][CH2:41][OH:42])=[O:9])[CH:36]=[CH:37][N:33]3[N:32]=[CH:31][N:30]=2)[CH:16]=[CH:17][C:18]=1[O:19][CH2:20][C:21]1[CH:26]=[CH:25][CH:24]=[C:23]([F:27])[CH:22]=1. Reported procedure: A solution of thioacetic acid S-{4-[3-chloro-4-(3-fluoro-benzyloxy)-phenylamino]-pyrrolo[2,1-f][1,2,4]triazin-5-ylmethyl}ester (80 mg, 0.175 mmole) in dry THF (4 mL) was sparged with N2 for 15 min. NaOMe (0.40 mL, 0.5 M in MeOH, 1.1 equiv), 2-bromoethanol (0.013 mL, 1 equiv) were added and the reaction was left stirring at RT. After 16 h, the solvents were removed and the residue was partitioned between DCM and water. The organic phase was separated, dried (Na2SO4), and the solvent removed. Radi... The reactants are ClC1=NC=C(C(=N1)C(F)(F)F)C(=O)OC (methyl 2-chloro-4-trifluoromethyl-pyrimidine-5-carboxylate), ClC1=C(N)C=CC(=C1)Cl (2,4-dichloroaniline). Solvent: O1CCOCC1 (1,4-dioxan). Product: ClC1=C(C=CC(=C1)Cl)NC1=NC=C(C(=N1)C(F)(F)F)C(=O)OC (methyl 2-(2,4-dichlorophenylamino)-4-trifluoromethylpyrimidine-5-carboxylate). Isolated yield 47.0%. RXN SMILES: Cl[C:2]1[N:7]=[C:6]([C:8]([F:11])([F:10])[F:9])[C:5]([C:12]([O:14][CH3:15])=[O:13])=[CH:4][N:3]=1.[Cl:16][C:17]1[CH:23]=[C:22]([Cl:24])[CH:21]=[CH:20][C:18]=1[NH2:19]>O1CCOCC1>[Cl:16][C:17]1[CH:23]=[C:22]([Cl:24])[CH:21]=[CH:20][C:18]=1[NH:19][C:2]1[N:7]=[C:6]([C:8]([F:11])([F:10])[F:9])[C:5]([C:12]([O:14][CH3:15])=[O:13])=[CH:4][N:3]=1. Procedure: To a solution of methyl 2-chloro-4-trifluoromethyl-pyrimidine-5-carboxylate (0.50 g, ex Maybridge) in 1,4-dioxan (5 ml) was added 2,4-dichloroaniline (1.7 g) and the solution stirred under reflux for 7 h. 1,4-Dioxan was removed under reduced pressure and ethyl acetate (15 ml) added. The solution was washed sequentially with 2N hydrochloric acid (10 ml) and water (3×10 ml), dried (MgSO4), evaporated and triturated with hexane to afford methyl 2-(2,4-dichlorophenylamino)-4-trifluoromethylpyrimidin... Reactants: Cc1cccc2[nH]c(=O)oc(=O)c12, O=[N+]([O-])O, O=S(=O)(O)O. Product: Cc1c([N+](=O)[O-])ccc2[nH]c(=O)oc(=O)c12. Reaction SMILES: [CH3:1][c:2]1[cH:3][cH:4][cH:5][c:6]2[c:7]1[c:8](=[O:13])[o:9][c:10](=[O:12])[nH:11]2.[OH:14][N+:15]([O-:16])=[O:17].[S:18](=[O:19])(=[O:20])([OH:21])[OH:22]>>[CH3:1][c:2]1[c:3]([N+:15](=[O:14])[O-:16])[cH:4][cH:5][c:6]2[c:7]1[c:8](=[O:13])[o:9][c:10](=[O:12])[nH:11]2. Starting materials: c1cncc(Cc2cccnc2)c1, C1CCOC1, C1CCCCC1, CC(C)[N-]C(C)C, O=Cc1cccnc1-c1cc(Cl)cc(Cl)c1, [Li+]. Yields the product OC(c1cccnc1-c1cc(Cl)cc(Cl)c1)C(c1cccnc1)c1cccnc1. As a reaction SMILES: [CH2:1]([c:2]1[cH:3][n:4][cH:5][cH:6][cH:7]1)[c:8]1[cH:9][n:10][cH:11][cH:12][cH:13]1.[CH2:38]1[O:39][CH2:40][CH2:41][CH2:42]1.[CH2:43]1[CH2:44][CH2:45][CH2:46][CH2:47][CH2:48]1.[CH:14]([N-:15][CH:16]([CH3:17])[CH3:18])([CH3:19])[CH3:20].[Cl:22][c:23]1[cH:24][c:25](-[c:30]2[c:31]([CH:32]=[O:33])[cH:34][cH:35][cH:36][n:37]2)[cH:26][c:27]([Cl:29])[cH:28]1.[Li+:21]>>[CH:1]([c:2]1[cH:3][n:4][cH:5][cH:6][cH:7]1)([c:8]1[cH:9][n:10][cH:11][cH:12][cH:13]1)[CH:32]([c:31]1[c:30](-[c:25]2[cH:24][c:23]([Cl:22])[cH:28][c:27]([Cl:29])[cH:26]2)[n:37][cH:36][cH:35][cH:34]1)[OH:33]. Reactants: N1CCC(CC1)C(=O)O (4-piperidinecarboxylic acid), [OH-].[Na+] (NaOH), CN (methyl amine), ClC1=NC(=NC(=N1)Cl)C (2,4-dichloro-6-methyl-1,3,5-triazine), [OH-].[Na+] (NaOH). The solvent is C(C)#N (acetonitrile), O (water). Conditions: time 30 minute. Yields the product CC1=NC(=NC(=N1)NC)N1CCC(CC1)C(=O)O (1-[4-methyl-6-(methylamino)-1,3,5-triazin-2-yl]-4-piperidinecarboxylic acid). The yield is 100.0%. Reaction SMILES: Cl[C:2]1[N:7]=[C:6](Cl)[N:5]=[C:4]([CH3:9])[N:3]=1.[CH3:10][NH2:11].[OH-].[Na+].[NH:14]1[CH2:19][CH2:18][CH:17]([C:20]([OH:22])=[O:21])[CH2:16][CH2:15]1>C(#N)C.O>[CH3:9][C:4]1[N:5]=[C:6]([NH:11][CH3:10])[N:7]=[C:2]([N:14]2[CH2:19][CH2:18][CH:17]([C:20]([OH:22])=[O:21])[CH2:16][CH2:15]2)[N:3]=1 |f:2.3|. Reported procedure: 2,4-dichloro-6-methyl-1,3,5-triazine (5 g, 31 mmol) was dissolved in a 1:1 mixture of acetonitrile and water and treated with an aqueous solution of methyl amine (0.88 mL, 31 mmol) at a low temperature maintained by immersing the reaction flask in an ice bath. The pH of the reaction mixture was adjusted to 9-10 with 1M NaOH and the reaction was stirred for 30 minutes. Then, 4-piperidinecarboxylic acid (5 g, 39 mmol) was added and the pH was maintained between 9 and 10 with additions of 1M NaOH a... Product: ClC=1C=C2C(=C(C(OC2=CC1)=O)[N+](=O)[O-])O (6-Chloro-4-hydroxy-3-nitro-chromen-2-one). The reactants are [N+](=O)(O)[O-] (nitric acid), ClC=1C=C2C(=CC(OC2=CC1)=O)O (6-Chloro-4-hydroxy-chromen-2-one), resultant solution. Solvent: C(Cl)(Cl)Cl (chloroform). Reported procedure: Red fuming nitric acid (10 mL) was added to a stirred suspension of 6-Chloro-4-hydroxy-chromen-2-one (2.0 g, 10.17 mmol) in chloroform (200 mL) at 0° C. The resultant solution was stirred at 0° C. for 1.5 h, quenched with water (80 mL), the organics separated and treated with saturated NaHCO3 when a thick yellow solid fell out of solution. The solid was filtered and the filtrate acidified with 3N HCl (pH 2) and extracted with chloroform. The organic extracts were dried to a yellow powder and all... RXN SMILES: [N+:1]([O-:4])(O)=[O:2].[Cl:5][C:6]1[CH:7]=[C:8]2[C:13](=[CH:14][CH:15]=1)[O:12][C:11](=[O:16])[CH:10]=[C:9]2[OH:17]>C(Cl)(Cl)Cl>[Cl:5][C:6]1[CH:7]=[C:8]2[C:13](=[CH:14][CH:15]=1)[O:12][C:11](=[O:16])[C:10]([N+:1]([O-:4])=[O:2])=[C:9]2[OH:17].